Dataset: the Open Reaction Database (ORD), a public repository of structured organic reaction records. Task: describe an organic reaction: reactants, conditions, products, and yield Reaction SMILES: [CH2:1]([NH:8][C:9]1[N:14]=[C:13]([C:15]2[CH:20]=[CH:19][CH:18]=[CH:17][N:16]=2)[CH:12]=[C:11]([C:21]2[CH:22]=[N:23][CH:24]=[C:25]([C:27]#[C:28][CH2:29][N:30]3[CH2:35][CH2:34][N:33]([CH:36]([CH3:38])[CH3:37])[CH2:32][CH2:31]3)[CH:26]=2)[CH:10]=1)[C:2]1[CH:7]=[CH:6][CH:5]=[CH:4][CH:3]=1.[CH2:39](NC1N=C(C2C=CC=C(C)N=2)C=C(C2C=NC=C(Br)C=2)C=1)C1C=CC=CC=1>>[CH2:1]([NH:8][C:9]1[N:14]=[C:13]([C:15]2[CH:20]=[CH:19][CH:18]=[C:17]([CH3:39])[N:16]=2)[CH:12]=[C:11]([C:21]2[CH:22]=[N:23][CH:24]=[C:25]([C:27]#[C:28][CH2:29][N:30]3[CH2:35][CH2:34][N:33]([CH:36]([CH3:38])[CH3:37])[CH2:32][CH2:31]3)[CH:26]=2)[CH:10]=1)[C:2]1[CH:7]=[CH:6][CH:5]=[CH:4][CH:3]=1. Procedure: This compound is prepared analogously to Benzyl-{5″-[3-(4-isopropyl-piperazin-1-yl)-prop-1-ynyl]-[2,2′;4′,3″]terpyridin-6′-yl}-amine (Example 2.139) by replacing Benzyl-(5″-bromo-[2,2′;4′,3″]terpyridin-6′-yl)-amine (Example 1.25) with Benzyl-(5″-bromo-6-methyl-[2,2′;4′,3″]terpyridin-6′-yl)-amine (Example 2.40, step1). Reactants: C(C1=CC=CC=C1)NC1=CC(=CC(=N1)C1=NC=CC=C1)C=1C=NC=C(C1)C#CCN1CCN(CC1)C(C)C (Benzyl-{5″-[3-(4-isopropyl-piperazin-1-yl)-prop-1-ynyl]-[2,2′;4′,3″]terpyridin-6′-yl}-amine), C(C1=CC=CC=C1)NC1=CC(=CC(=N1)C1=NC(=CC=C1)C)C=1C=NC=C(C1)Br (Benzyl-(5″-bromo-6-methyl-[2,2′;4′,3″]terpyridin-6′-yl)-amine). Product: C(C1=CC=CC=C1)NC1=CC(=CC(=N1)C1=NC(=CC=C1)C)C=1C=NC=C(C1)C#CCN1CCN(CC1)C(C)C (Benzyl-{5″-[3-(4-isopropyl-piperazin-1-yl)-prop-1-ynyl]-6-methyl-[2,2′;4′,3″]terpyridin-6′-yl}-amine). The reactants are C(C)OC(=O)C=1N=C(N(C1C(O)C1=CC=C(C=C1)Cl)C(C)C)Br (2-bromo-5-[(4-chlorophenyl)-hydroxy-methyl]-1-isopropyl-1H-imidazole-4-carboxylic acid ethyl ester), NC1=C(C=C(C#N)C=C1)C (4-amino-3-methylbenzonitrile). Run at time 20 hour. The product is BrC=1N(C(=C(N1)C(=O)O)C(NC1=C(C=C(C=C1)C#N)C)C1=CC=C(C=C1)Cl)C(C)C (2-Bromo-5-[(4-chloro-phenyl)-(4-cyano-2-methyl-phenylamino)-methyl]-1-isopropyl-1H-imidazole-4-carboxylic acid). Reaction SMILES: C([O:3][C:4]([C:6]1[N:7]=[C:8]([Br:23])[N:9]([CH:20]([CH3:22])[CH3:21])[C:10]=1[CH:11]([C:13]1[CH:18]=[CH:17][C:16]([Cl:19])=[CH:15][CH:14]=1)O)=[O:5])C.[NH2:24][C:25]1[CH:32]=[CH:31][C:28]([C:29]#[N:30])=[CH:27][C:26]=1[CH3:33]>>[Br:23][C:8]1[N:9]([CH:20]([CH3:21])[CH3:22])[C:10]([CH:11]([C:13]2[CH:14]=[CH:15][C:16]([Cl:19])=[CH:17][CH:18]=2)[NH:24][C:25]2[CH:32]=[CH:31][C:28]([C:29]#[N:30])=[CH:27][C:26]=2[CH3:33])=[C:6]([C:4]([OH:3])=[O:5])[N:7]=1. Reported procedure: The title compound was prepared in analogy to the procedure described for step E2 but using intermediate B and 4-amino-3-methylbenzonitrile. The reaction mixture was stirred at rt for 20 h. The mixture was extracted with HCl 1M and with a saturated aqueous NaHCO3 solution. The organic layers were dried (Na2SO4), filtered and concentrated. The product was triturated in Et2O, the suspension was filtered and the solid was dried in HV. tR: 1.30 min (LC-MS 2); ESI-MS: 515.2/517.1 [M+H]+ (LC-MS 2). Reactants: NC1=NC(=C(C(=C1C#N)C1=CC=C(C=C1)O)C#N)S (2-amino-4-(4-hydroxyphenyl)-6-sulfanyl-3,5-pyridinedicarbonitrile), C(C)NC(CBr)=O (N-ethylbromoacetamide), C(=O)(O)[O-].[Na+] (NaHCO3). The solvent is CN(C)C=O (DMF). Product: NC1=C(C(=C(C(=N1)SCC(=O)NCC)C#N)C1=CC=C(C=C1)O)C#N (2-{[6-Amino-3,5-dicyano-4-(4-hydroxyphenyl)-2-pyridinyl]sulfanyl}-N-ethylacetamide). Reaction SMILES: [NH2:1][C:2]1[C:7]([C:8]#[N:9])=[C:6]([C:10]2[CH:15]=[CH:14][C:13]([OH:16])=[CH:12][CH:11]=2)[C:5]([C:17]#[N:18])=[C:4]([SH:19])[N:3]=1.[CH2:20]([NH:22][C:23](=[O:26])[CH2:24]Br)[CH3:21].C([O-])(O)=O.[Na+]>CN(C=O)C>[NH2:1][C:2]1[N:3]=[C:4]([S:19][CH2:24][C:23]([NH:22][CH2:20][CH3:21])=[O:26])[C:5]([C:17]#[N:18])=[C:6]([C:10]2[CH:11]=[CH:12][C:13]([OH:16])=[CH:14][CH:15]=2)[C:7]=1[C:8]#[N:9] |f:2.3|. Procedure details: At RT 0.76 g (2 mmol) of 2-amino-4-(4-hydroxyphenyl)-6-sulfanyl-3,5-pyridinedicarbonitrile and 0.5 g (3 mmol) of N-ethylbromoacetamide are stirred in 5 ml of DMF together with 0.34 g (4 mmol) of NaHCO3 for 4 hours. After dilution with water, the mixture is extracted with ethyl acetate and the ethyl acetate phase is dried with MgSO4 and concentrated under reduced pressure. The solid residue obtained after concentration is stirred with methanol. The crystals are filtered off with suction and dried... The reactants are Cl (hydrochloric acid), OC=1C(=C2CCN(C2=C(C1CC(=C)C)C)C=O)C (2,3-Dihydro-5-hydroxy-4,7-dimethyl-6-(2-methyl-2-propenyl)-1H-indole-1-carbaldehyde), [OH-].[Na+] (sodium hydroxide). Run in CO (methanol). Run at temperature 0 celsius, time 3 hour. The product is CC1(CC=2C(=C(C=3CCNC3C2C)C)O1)C (3,5,6,7-Tetrahydro-2,2,4,8-tetramethyl-2H-furo[2,3-f]indole). Yield: 75.9%. RXN SMILES: [OH:1][C:2]1[C:3]([CH3:18])=[C:4]2[C:8](=[C:9]([CH3:15])[C:10]=1[CH2:11][C:12]([CH3:14])=[CH2:13])[N:7](C=O)[CH2:6][CH2:5]2.Cl.[OH-].[Na+]>CO>[CH3:13][C:12]1([CH3:14])[O:1][C:2]2=[C:3]([CH3:18])[C:4]3[CH2:5][CH2:6][NH:7][C:8]=3[C:9]([CH3:15])=[C:10]2[CH2:11]1 |f:2.3|. Procedure details: 2,3-Dihydro-5-hydroxy-4,7-dimethyl-6-(2-methyl-2-propenyl)-1H-indole-1-carbaldehyde (491 mg, 2.0 mmol) was dissolved in methanol (6 ml). To the solution was added concentrated hydrochloric acid (6 ml) and stirred for 3 hours with heating under reflux. The reaction mixture was cooled to 0° C., made weakly basic with 12N sodium hydroxide, and extracted with ethyl acetate. The extract was washed with saturated brine and dried over sodium sulfate, and the solvent was removed under reduced pressure. ... Solvent: O (water). Starting materials: O[C@H](C)[C@@H]1[C@H]2CC(=C(N2C1=O)C(=O)O)[C@H]1CNCC1 ((5R,6S)-6-[(1R)-1-hydroxyethyl]-7-oxo-3-[(3S)-pyrrolidin-3-yl]-1-azabicyclo[3.2.0]hept-2-ene-2-carboxylic acid), Cl.C(C)(OCC)=N (ethyl acetimidate hydrochloride), [OH-].[Na+] (sodium hydroxide). Isolated yield 47.7%. Reported procedure: To a solution of (5R,6S)-6-[(1R)-1-hydroxyethyl]-7-oxo-3-[(3S)-pyrrolidin-3-yl]-1-azabicyclo[3.2.0]hept-2-ene-2-carboxylic acid (1.0 g) in water (30 ml) was added ethyl acetimidate hydrochloride (2.8 g) at 0° C while adjusting pH to 8.5 with 30% sodium hydroxide solution. After stirring for 30 minutes at the same temperature, the solution was adjusted to pH 6.5 with lN-hydrochloric.acid, washed with ethyl acetate, and then concentrated in vacuo. The residue was chromatographed on nonionic adsorp... Yields the product C(C)(=N)N1C[C@@H](CC1)C1=C(N2C([C@@H]([C@H]2C1)[C@@H](C)O)=O)C(=O)O ((5R,6S)-3-[(3S)-1-acetimidoylpyrrolidin-3-yl]-6-[(1R)-1-hydroxyethyl]-7-oxo-1-azabicyclo[3.2.0]hept-2-ene-2-carboxylic acid). Run at time 30 minute. Reaction SMILES: [OH:1][C@@H:2]([C@H:4]1[C:10](=[O:11])[N:9]2[C@@H:5]1[CH2:6][C:7]([C@@H:15]1[CH2:19][CH2:18][NH:17][CH2:16]1)=[C:8]2[C:12]([OH:14])=[O:13])[CH3:3].Cl.[C:21](=[NH:26])(OCC)[CH3:22].[OH-].[Na+]>O>[C:21]([N:17]1[CH2:18][CH2:19][C@@H:15]([C:7]2[CH2:6][C@H:5]3[N:9]([C:10](=[O:11])[C@@H:4]3[C@H:2]([OH:1])[CH3:3])[C:8]=2[C:12]([OH:14])=[O:13])[CH2:16]1)(=[NH:26])[CH3:22] |f:1.2,3.4|. Reactants: COC1=C(C(N(C(=C1)C)C)=O)C(C=CC1=CC(=CC=C1)OCC(=O)OC)=O (4-methoxy-3-[3-[3-[(methoxycarbonyl)methoxy]phenyl]-1-oxo-2-propenyl]-1,6-dimethyl-2(1H)-pyridinone), BrBr (bromine). The solvent is C(Cl)(Cl)Cl (chloroform), C(Cl)(Cl)Cl (chloroform). Run at time 1 hour. The product is BrC=1C(=C(C(N(C1C)C)=O)C(C=CC1=CC(=CC=C1)OCC(=O)OC)=O)O (5-bromo-4-hydroxy-3-[3-[3-[(methoxycarbonyl)methoxy]phenyl]-1-oxo-2-propenyl]-1,6-dimethyl-2(1H)-pyridinone). Reaction SMILES: C[O:2][C:3]1[CH:8]=[C:7]([CH3:9])[N:6]([CH3:10])[C:5](=[O:11])[C:4]=1[C:12](=[O:27])[CH:13]=[CH:14][C:15]1[CH:20]=[CH:19][CH:18]=[C:17]([O:21][CH2:22][C:23]([O:25][CH3:26])=[O:24])[CH:16]=1.[Br:28]Br>C(Cl)(Cl)Cl>[Br:28][C:8]1[C:3]([OH:2])=[C:4]([C:12](=[O:27])[CH:13]=[CH:14][C:15]2[CH:20]=[CH:19][CH:18]=[C:17]([O:21][CH2:22][C:23]([O:25][CH3:26])=[O:24])[CH:16]=2)[C:5](=[O:11])[N:6]([CH3:10])[C:7]=1[CH3:9]. Procedure details: To a solution of 0.50 g of 4-methoxy-3-[3-[3-[(methoxycarbonyl)methoxy]phenyl]-1-oxo-2-propenyl]-1,6-dimethyl-2(1H)-pyridinone in 15 ml of chloroform was added dropwise a solution of 70 μl of bromine in 7 ml of chloroform under ice-cooling. After stirred for 1 hour under ice-cooling, the solvent was distilled off under reduced pressure, and the resulting residue was subjected to silica gel column chromatography to obtain 0.09 g of 5-bromo-4-hydroxy-3-[3-[3-[(methoxycarbonyl)methoxy]phenyl]-1-oxo...